Dataset: the Open Reaction Database (ORD), a public repository of structured organic reaction records. Task: describe an organic reaction: reactants, conditions, products, and yield Reactants: C(C)(=O)NC1=CC=C(C=C1)S (4-Acetamidothiophenol), C[O-].[Na+] (sodium methylate), C(C)(=O)NC1=CC=C(C=C1)S.[Na] (sodium 4-acetamidothiophenol), ClC1=NC(=CC=C1)Cl (2,6-dichloropyridine). The solvent is CS(=O)C (dimethylsulfoxide). Run at temperature 100 celsius. Product: ClC1=CC=CC(=N1)SC1=CC=C(C=C1)NC(C)=O (N-(4-((6-chloro-2-pyridinyl)thio)phenyl)acetamide). RXN SMILES: [C:1]([NH:4][C:5]1[CH:10]=[CH:9][C:8]([SH:11])=[CH:7][CH:6]=1)(=[O:3])[CH3:2].C[O-].[Na+].C(NC1C=CC(S)=CC=1)(=O)C.[Na].[Cl:27][C:28]1[CH:33]=[CH:32][CH:31]=[C:30](Cl)[N:29]=1>CS(C)=O>[Cl:27][C:28]1[N:29]=[C:30]([S:11][C:8]2[CH:9]=[CH:10][C:5]([NH:4][C:1](=[O:3])[CH3:2])=[CH:6][CH:7]=2)[CH:31]=[CH:32][CH:33]=1 |f:1.2,3.4,^1:25|. Procedure: 4-Acetamidothiophenol (16.8 grams; 0.1 mole) was mixed with a solution of sodium methylate (prepared by mixing sodium metal (2.3 grams; 0.1 mole) in 90 ml. of methanol) and the resulting sodium 4-acetamidothiophenol solution added over a period of about 1 hour to a well-stirred solution of 2,6-dichloropyridine (14.8 grams; 0.1 mole) in 100 ml. of dimethylsulfoxide. The reaction mixture was distilled during the addition and the reaction temperature maintained at about 100° C. for this period and ... The reactants are CC(=O)c1ccc2c(c1)CCCN2C(=O)OC(C)(C)C, CCO, Cl, NO. The product is CC(N)c1ccc2c(c1)CCCN2C(=O)OC(C)(C)C. Reaction SMILES: [C:1]([CH3:2])([CH3:3])([CH3:4])[O:5][C:6](=[O:7])[N:8]1[CH2:9][CH2:10][CH2:11][c:12]2[cH:13][c:14]([C:18]([CH3:19])=[O:20])[cH:15][cH:16][c:17]21.[CH3:24][CH2:25][OH:26].[ClH:23].[NH2:21][OH:22]>>[C:1]([CH3:2])([CH3:3])([CH3:4])[O:5][C:6](=[O:7])[N:8]1[CH2:9][CH2:10][CH2:11][c:12]2[cH:13][c:14]([CH:18]([CH3:19])[NH2:21])[cH:15][cH:16][c:17]21. Starting materials: OB(O)c1ccc(OCc2ccccc2)cc1, Clc1nccc(NC2CCCC2)n1, [Na+], [Na+], O=C([O-])[O-], c1ccc([PH](c2ccccc2)(c2ccccc2)[Pd]([PH](c2ccccc2)(c2ccccc2)c2ccccc2)([PH](c2ccccc2)(c2ccccc2)c2ccccc2)[PH](c2ccccc2)(c2ccccc2)c2ccccc2)cc1. Yields the product c1ccc(COc2ccc(-c3nccc(NC4CCCC4)n3)cc2)cc1. As a reaction SMILES: [CH2:14]([c:15]1[cH:16][cH:17][cH:18][cH:19][cH:20]1)[O:21][c:22]1[cH:23][cH:24][c:25]([B:28]([OH:29])[OH:30])[cH:26][cH:27]1.[Cl:1][c:2]1[n:3][cH:4][cH:5][c:6]([NH:8][CH:9]2[CH2:10][CH2:11][CH2:12][CH2:13]2)[n:7]1.[Na+:31].[Na+:32].[O-:33][C:34](=[O:35])[O-:36].[c:37]1([PH:38]([Pd:39]([PH:40]([c:41]2[cH:42][cH:43][cH:44][cH:45][cH:46]2)([c:47]2[cH:48][cH:49][cH:50][cH:51][cH:52]2)[c:53]2[cH:54][cH:55][cH:56][cH:57][cH:58]2)([PH:59]([c:60]2[cH:61][cH:62][cH:63][cH:64][cH:65]2)([c:66]2[cH:67][cH:68][cH:69][cH:70][cH:71]2)[c:72]2[cH:73][cH:74][cH:75][cH:76][cH:77]2)[PH:78]([c:79]2[cH:80][cH:81][cH:82][cH:83][cH:84]2)([c:85]2[cH:86][cH:87][cH:88][cH:89][cH:90]2)[c:91]2[cH:92][cH:93][cH:94][cH:95][cH:96]2)([c:97]2[cH:98][cH:99][cH:100][cH:101][cH:102]2)[c:103]2[cH:104][cH:105][cH:106][cH:107][cH:108]2)[cH:109][cH:110][cH:111][cH:112][cH:113]1>>[c:2]1(-[c:25]2[cH:24][cH:23][c:22]([O:21][CH2:14][c:15]3[cH:16][cH:17][cH:18][cH:19][cH:20]3)[cH:27][cH:26]2)[n:3][cH:4][cH:5][c:6]([NH:8][CH:9]2[CH2:10][CH2:11][CH2:12][CH2:13]2)[n:7]1. Reactants: C[Mg]Cl.O1CCCC1 (methylmagnesium chloride tetrahydrofuran), FC=1C=CC(=C(C1)C(CC(C=O)(C(F)(F)F)O)(C)C)OC (4-(5-fluoro-2-methoxyphenyl)-2-hydroxy-4-methyl-2-(trifluoromethyl)pentanal), [Cl-].[NH4+] (ammonium chloride). The solvent is C(C)OCC (diethyl ether). Conditions: time 2 hour. Product: FC=1C=CC(=C(C1)C(CC(C(C)O)(O)C(F)(F)F)(C)C)OC (5-(5-Fluoro-2-methoxyphenyl)-5-methyl-3-(trifluoromethyl)hexane-2,3-diol). RXN SMILES: C[Mg]Cl.O1CCC[CH2:5]1.[F:9][C:10]1[CH:11]=[CH:12][C:13]([O:28][CH3:29])=[C:14]([C:16]([CH3:27])([CH3:26])[CH2:17][C:18]([OH:25])([C:21]([F:24])([F:23])[F:22])[CH:19]=[O:20])[CH:15]=1.[Cl-].[NH4+]>C(OCC)C>[F:9][C:10]1[CH:11]=[CH:12][C:13]([O:28][CH3:29])=[C:14]([C:16]([CH3:27])([CH3:26])[CH2:17][C:18]([C:21]([F:24])([F:23])[F:22])([OH:25])[CH:19]([OH:20])[CH3:5])[CH:15]=1 |f:0.1,3.4|. Procedure details: 8 ml of 3 M methylmagnesium chloride-tetrahydrofuran solution is added in drops to the solution of 3.6 mg (11.7 mmol) of 4-(5-fluoro-2-methoxyphenyl)-2-hydroxy-4-methyl-2-(trifluoromethyl)pentanal in 150 ml of diethyl ether at +2° C. Stirring is continued for 1 hour at +2° C. and for 2 hours at room temperature. Then, it is hydrolyzed with saturated ammonium chloride solution while being cooled with ice, the organic phase is separated, dried on sodium sulfate and concentrated by evaporation. Col... RXN SMILES: [CH3:13][S:14]([Cl:15])(=[O:16])=[O:17].[CH3:1][CH2:2][CH2:3][CH2:4][CH2:5][CH:6]([CH2:7][CH2:8][CH2:9][CH2:10][CH3:11])[OH:12].[ClH:18].[cH:19]1[cH:20][cH:21][n:22][cH:23][cH:24]1>>[CH3:1][CH2:2][CH2:3][CH2:4][CH2:5][CH:6]([CH2:7][CH2:8][CH2:9][CH2:10][CH3:11])[O:12][S:14]([CH3:13])(=[O:16])=[O:17]. The product is CCCCCC(CCCCC)OS(C)(=O)=O. Starting materials: CS(=O)(=O)Cl, CCCCCC(O)CCCCC, Cl, c1ccncc1. Procedure details: Then, 1.10 g of 3-(4-fluoro-5-nitrophenyl)-1-methyl-6-trifluoromethyl-2-oxo-1,2-dihydropyrazine (present compound 1-13) was dissolved in 4.0 ml of 1,4-dioxane, to which 0.812 g of potassium fluoride and 0.925 g of butyl glycolate, and the mixture was heated under reflux for 1.5 hours. After completion of the reaction, the reaction mixture was left cooling to room temperature. The reaction mixture was poured into water, followed by extraction with ethyl acetate. The organic layer was washed with ... Yields the product C(CCC)OC(=O)COC1=CC=C(C=C1[N+](=O)[O-])C=1C(N(C(=CN1)C(F)(F)F)C)=O (3-[4-(butoxycarbonylmethoxy)-5-nitrophenyl]-1-methyl-6-trifluoromethyl-2-oxo-1,2-dihydropyrazine). Reactants: FC1=CC=C(C=C1[N+](=O)[O-])C=1C(N(C(=CN1)C(F)(F)F)C)=O (3-(4-fluoro-5-nitrophenyl)-1-methyl-6-trifluoromethyl-2-oxo-1,2-dihydropyrazine), FC1=CC=C(C=C1[N+](=O)[O-])C=1C(N(C(=CN1)C(F)(F)F)C)=O (3-(4-fluoro-5-nitrophenyl)-1-methyl-6-trifluoromethyl-2-oxo-1,2-dihydropyrazine), [F-].[K+] (potassium fluoride), C(CO)(=O)OCCCC (butyl glycolate), O (water). The yield is 84.0%. The solvent is O1CCOCC1 (1,4-dioxane). RXN SMILES: F[C:2]1[C:7]([N+:8]([O-:10])=[O:9])=[CH:6][C:5]([C:11]2[C:12](=[O:22])[N:13]([CH3:21])[C:14]([C:17]([F:20])([F:19])[F:18])=[CH:15][N:16]=2)=[CH:4][CH:3]=1.[F-].[K+].[C:25]([O:29][CH2:30][CH2:31][CH2:32][CH3:33])(=[O:28])[CH2:26][OH:27].O>O1CCOCC1>[CH2:30]([O:29][C:25]([CH2:26][O:27][C:2]1[C:7]([N+:8]([O-:10])=[O:9])=[CH:6][C:5]([C:11]2[C:12](=[O:22])[N:13]([CH3:21])[C:14]([C:17]([F:20])([F:19])[F:18])=[CH:15][N:16]=2)=[CH:4][CH:3]=1)=[O:28])[CH2:31][CH2:32][CH3:33] |f:1.2|.